From a dataset of the Open Reaction Database (ORD), a public repository of structured organic reaction records. describe an organic reaction: reactants, conditions, products, and yield Procedure: To a solution of the product from Step B (1.80 g, 4.75 mmol) in anhydrous THF (40 mL) at ambient temperature was added DIBAL (1.0M, 11.87 mL, 11.87 mmol) and the mixture was stirred for 1 h. Additional DIBAL (1M, 15 mL,15 mmol) was added (TLC showed starting material remained) and the reaction mixture was stirred for 20 h, cooled (ice bath) and the reaction was quenched by the slow addition of 1N HCl (100 mL). THF was evaporated and the aqueous mixture was extracted with ethyl acetate (2×100 mL)... The product is OCC1(N(S(C2=C(C1)C=CS2)(=O)=O)CC2=CC=C(C=C2)OC)CO (3-Hydroxymethyl-2-(4-methoxyphenylmethyl)-2H-thieno[3,2-e]-1,2-thiazine-3-methanol 1,1-dioxide). Reaction SMILES: [CH3:1][O:2][C:3]1[CH:8]=[CH:7][C:6]([CH2:9][N:10]2[C:15]([C:16](OCC)=[O:17])=[CH:14][C:13]3[CH:21]=[CH:22][S:23][C:12]=3[S:11]2(=[O:25])=[O:24])=[CH:5][CH:4]=1.CC(C[AlH]CC(C)C)C.C1C[O:38][CH2:37]C1>>[OH:38][CH2:37][C:15]1([CH2:16][OH:17])[CH2:14][C:13]2[CH:21]=[CH:22][S:23][C:12]=2[S:11](=[O:24])(=[O:25])[N:10]1[CH2:9][C:6]1[CH:5]=[CH:4][C:3]([O:2][CH3:1])=[CH:8][CH:7]=1. Starting materials: COC1=CC=C(C=C1)CN1S(C2=C(C=C1C(=O)OCC)C=CS2)(=O)=O (Ethyl 2-(4-methoxyphenylmethyl)-2H-thieno[3,2-e]-1,2-thiazine-3-carboxylate 1,1-dioxide), CC(C)C[AlH]CC(C)C (DIBAL), C1CCOC1 (THF), CC(C)C[AlH]CC(C)C (DIBAL). Conditions: time 1 hour. Starting materials: [N+](=O)([O-])C1=C(C=C(C(C(=O)O)=C1)N)OCCCO (5-nitro-4-(3-hydroxypropoxy)anthranilic acid), CO (methanol), C(OC)([O-])[O-] (methyl orthoformate), C(C)(=O)[O-].[NH4+] (ammonium acetate). Run in O (water). Conditions: time 6.5 hour. Product: [N+](=O)([O-])C=1C=C2C(NC=NC2=CC1OCCCO)=O (6-nitro-7-(3-hydroxypropoxy)quinazolin-4-one). Isolated yield 79.0%. Reaction SMILES: [N+:1]([C:4]1[CH:12]=[C:8]([C:9]([OH:11])=O)[C:7]([NH2:13])=[CH:6][C:5]=1[O:14][CH2:15][CH2:16][CH2:17][OH:18])([O-:3])=[O:2].C([O-])([O-])OC.C([O-])(=O)C.[NH4+:28].[CH3:29]O>O>[N+:1]([C:4]1[CH:12]=[C:8]2[C:7](=[CH:6][C:5]=1[O:14][CH2:15][CH2:16][CH2:17][OH:18])[N:13]=[CH:29][NH:28][C:9]2=[O:11])([O-:3])=[O:2] |f:2.3|. Reported procedure: In a 10-mL volume stainless steel pressure-resistant vessel were placed 0.65 g (2.5 mmol) of 5-nitro-4-(3-hydroxypropoxy)anthranilic acid, 1.06 g (10.0 mmol) of methyl orthoformate, 0.77 g (10.0 mmol) of ammonium acetate, and 6.0 mL of methanol. The reaction was carried out at 140° C. for 6.5 hours. After the reaction was complete, the reaction mixture was cooled to room temperature, and 50 mL of water was added to the reaction mixture. The precipitated crystalline product was collected by filtr...